From a dataset of the Open Reaction Database (ORD), a public repository of structured organic reaction records. describe an organic reaction: reactants, conditions, products, and yield Starting materials: C(=O)[O-].[NH4+] (ammonium formate), [C@@H]12N(C[C@@H](NC1)C2)C(=O)OC(C)(C)C (1,1-dimethylethyl (1S,4S)-2,5-diazabicyclo[2.2.1]heptane-2-carboxylate), C(CCl)Cl (EDC), C=1C=CC2=C(C1)N=NN2O (HOBt), CC([C@H](NC(=O)OCC1=CC=CC=C1)C(=O)O)(C)C (3-methyl-N-{[(phenylmethyl)oxy]carbonyl}-L-valine), CN1CCOCC1 (NMM). The reagents and catalysts are [Pd] (Pd/C). The solvent is C(C)O (ethanol), C(Cl)Cl (CH2Cl2), O (water), C(=O)([O-])[O-].[Na+].[Na+] (Na2CO3), C(Cl)Cl (CH2Cl2). Reaction conditions: time 18 hour. Product: CC([C@H](N)C(=O)N1[C@@H]2CN([C@H](C1)C2)C(=O)OC(C)(C)C)(C)C (1,1-Dimethylethyl (1S,4S)-5-(3-methyl-L-valyl)-2,5-diazabicyclo[2.2.1]heptane-2-carboxylate). Yield: 95.3%. As a reaction SMILES: [C@H:1]12[CH2:7][C@H:4]([NH:5][CH2:6]1)[CH2:3][N:2]2[C:8]([O:10][C:11]([CH3:14])([CH3:13])[CH3:12])=[O:9].C(Cl)CCl.C1C=CC2N(O)N=NC=2C=1.[CH3:29][C:30]([CH3:47])([CH3:46])[C@@H:31]([C:43](O)=[O:44])[NH:32]C(OCC1C=CC=CC=1)=O.CN1CCOCC1.C([O-])=O.[NH4+]>C(Cl)Cl.O.C([O-])([O-])=O.[Na+].[Na+].[Pd].C(O)C>[CH3:29][C:30]([CH3:47])([CH3:46])[C@@H:31]([C:43]([N:5]1[CH2:6][C@@H:1]2[CH2:7][C@H:4]1[CH2:3][N:2]2[C:8]([O:10][C:11]([CH3:14])([CH3:13])[CH3:12])=[O:9])=[O:44])[NH2:32] |f:5.6,9.10.11|. Procedure details: To a solution of 1,1-dimethylethyl (1S,4S)-2,5-diazabicyclo[2.2.1]heptane-2-carboxylate (11.25 g, 57.6 mmol) in CH2Cl2 (567 mL) was added EDC (40.8 g, 213 mmol), HOBt (10.86 g, 70.9 mmol), 3-methyl-N-{[(phenylmethyl)oxy]carbonyl}-L-valine (18.82 g, 70.9 mmol), and NMM (37.4 g, 340 mmol). The reaction mixture was stirred at room temperature for 18 h. The reaction was diluted with water (75 ml) and sat. Na2CO3 (75 ml). Stirring was continued for an additional 0.5 h then the two layers were separat...